This data is from the Open Reaction Database (ORD), a public repository of structured organic reaction records. The task is: describe an organic reaction: reactants, conditions, products, and yield Reactants: one, C(C(O)C)(=O)O (lactic acid), C(CCCCCCCCC)O (decyl alcohol), S(O)(O)(=O)=O (sulfuric acid). Run in C1(=CC=CC=C1)C (toluene). Reaction conditions: temperature 145 celsius. Yields the product C(C(O)C)(=O)OCCCCCCCCCC (Decyl Lactate). Isolated yield 13.9%. As a reaction SMILES: [C:1]([OH:6])(=[O:5])[CH:2]([CH3:4])[OH:3].[CH2:7](O)[CH2:8][CH2:9][CH2:10][CH2:11][CH2:12][CH2:13][CH2:14][CH2:15][CH3:16].S(=O)(=O)(O)O>C1(C)C=CC=CC=1>[C:1]([O:6][CH2:7][CH2:8][CH2:9][CH2:10][CH2:11][CH2:12][CH2:13][CH2:14][CH2:15][CH3:16])(=[O:5])[CH:2]([CH3:4])[OH:3]. Procedure: A 500 ml one neck round bottom flask equipped with a Dean Stark trap, condenser and nitrogen inlet-outlet was charged with 22.52 g (0.75 moles) lactic acid, 47.46 g (0.98 moles) decyl alcohol, 3 ml sulfuric acid and 220 mL toluene. The mixture was heated to 145° C. for 20 hours and water was collected as the reaction proceeded. The acid was neutralized by washing three times with 50 ml saturated sodium bicarbonate solution. Approximately 50 ml ether was needed to break the emulsion. The organic ... Procedure: N-(2-Amino-2-methyl-propyl)—N-[1-(3-benzyl-7-chloro-4-oxo-3,4-dihydro-quinazolin-2-yl)-2-methyl propyl]-acrylamide: According to the procedure of Example 1d above, ({acryloyl-[1-(3-benzyl-7-chloro-4-oxo-3,4-dihydro-quinazolin-2-yl)-2-methyl-propyl]-amino-1,1-dimethyl-ethyl)-carbamic acid tert-butyl ester (730 mg, 1.29 mmol) was treated with 50% TFA in CH2Cl2 (10 mL) to give the title compound: MS (ES) m/e 467.2 (M+H)+. The reactants are C(C)(C)(C)OC(NC(C(N)(C(C(C)C)C1=NC2=CC(=CC=C2C(N1CC1=CC=CC=C1)=O)Cl)C(C=C)=O)(C)C)=O ({acryloyl-[1-(3-benzyl-7-chloro-4-oxo-3,4-dihydro-quinazolin-2-yl)-2-methyl-propyl]-amino-1,1-dimethyl-ethyl)-carbamic acid tert-butyl ester), C(=O)(C(F)(F)F)O (TFA), NC(CN(C(C=C)=O)C(C(C)C)C1=NC2=CC(=CC=C2C(N1CC1=CC=CC=C1)=O)Cl)(C)C (N-(2-Amino-2-methyl-propyl)—N-[1-(3-benzyl-7-chloro-4-oxo-3,4-dihydro-quinazolin-2-yl)-2-methyl propyl]-acrylamide). Reaction SMILES: [NH2:1][C:2]([CH3:33])([CH3:32])[CH2:3][N:4]([CH:9]([C:13]1[N:22]([CH2:23][C:24]2[CH:29]=[CH:28][CH:27]=[CH:26][CH:25]=2)[C:21](=[O:30])[C:20]2[C:15](=[CH:16][C:17]([Cl:31])=[CH:18][CH:19]=2)[N:14]=1)[CH:10]([CH3:12])[CH3:11])[C:5](=[O:8])[CH:6]=[CH2:7].C(OC(=O)NC(C)(C)C(C(=O)C=C)(C(C1N(CC2C=CC=CC=2)C(=O)C2C(=CC(Cl)=CC=2)N=1)C(C)C)N)(C)(C)C.C(O)(C(F)(F)F)=O>C(Cl)Cl>[CH2:23]([N:22]1[C:21](=[O:30])[C:20]2[C:15](=[CH:16][C:17]([Cl:31])=[CH:18][CH:19]=2)[N:14]=[C:13]1[CH:9]([N:4]1[C:5](=[O:8])[CH2:6][CH2:7][NH:1][C:2]([CH3:32])([CH3:33])[CH2:3]1)[CH:10]([CH3:12])[CH3:11])[C:24]1[CH:25]=[CH:26][CH:27]=[CH:28][CH:29]=1. Product: C(C1=CC=CC=C1)N1C(=NC2=CC(=CC=C2C1=O)Cl)C(C(C)C)N1CC(NCCC1=O)(C)C (3-Benzyl-7-chloro-2-[1-(3,3-dimethyl-7-oxo-[1,4]diazepan-1-yl)-2-methyl-propyl]-3H-quinazolin-4-one). The solvent is C(Cl)Cl (CH2Cl2).